The task is: describe an organic reaction: reactants, conditions, products, and yield. This data is from the Open Reaction Database (ORD), a public repository of structured organic reaction records. Reactants: CCOC(Cc1ccc(OCc2nc(-c3ccccc3F)oc2C)cc1CC)C(=O)OC, [Li+], [OH-]. Yields the product CCOC(Cc1ccc(OCc2nc(-c3ccccc3F)oc2C)cc1CC)C(=O)O. As a reaction SMILES: [CH3:1][O:2][C:3]([CH:4]([CH2:5][c:6]1[c:7]([CH2:27][CH3:28])[cH:8][c:9]([O:12][CH2:13][c:14]2[n:15][c:16](-[c:20]3[c:21]([F:26])[cH:22][cH:23][cH:24][cH:25]3)[o:17][c:18]2[CH3:19])[cH:10][cH:11]1)[O:29][CH2:30][CH3:31])=[O:32].[Li+:34].[OH-:33]>>[O:2]=[C:3]([CH:4]([CH2:5][c:6]1[c:7]([CH2:27][CH3:28])[cH:8][c:9]([O:12][CH2:13][c:14]2[n:15][c:16](-[c:20]3[c:21]([F:26])[cH:22][cH:23][cH:24][cH:25]3)[o:17][c:18]2[CH3:19])[cH:10][cH:11]1)[O:29][CH2:30][CH3:31])[OH:32]. The reactants are C(=O)(O)[O-].[Na+] (NaHCO3), ClC=1C=C(OC[C@@H](CC[C@H]2[C@@H](C[C@@H]3OC(C[C@@H]32)=O)O)O)C=CC1 ((3aR, 4R, 5R, 6aS)4-[(3R)-4-(3-Chlorophenoxy)-3-hydroxybutyl]-5-hydroxy-hexahydro-2H-cyclopenta[b]furan-2-one), O1CCCC=C1 (3,4-dihydro-2H-pyran), O.C1(=CC=C(C=C1)S(=O)(=O)O)C (p-toluenesulfonic acid monohydrate). Run in C(Cl)Cl (CH2Cl2). Run at time 1 hour. The product is ClC=1C=C(OC[C@@H](CC[C@H]2[C@@H](C[C@@H]3OC(C[C@@H]32)=O)OC3OCCCC3)OC3OCCCC3)C=CC1 ((3aR, 4R, 5R, 6aS)-4-[(3R)-4-(3-Chlorophenoxy)-3-(tetrahydropyran-2-yloxy)butyl]-5-(tetrahydropyran-2-yloxy)-hexahydro-2H-cyclopenta[b]furan-2-one). As a reaction SMILES: [Cl:1][C:2]1[CH:3]=[C:4]([CH:21]=[CH:22][CH:23]=1)[O:5][CH2:6][C@H:7]([OH:20])[CH2:8][CH2:9][C@@H:10]1[C@@H:17]2[C@@H:13]([O:14][C:15](=[O:18])[CH2:16]2)[CH2:12][C@H:11]1[OH:19].[O:24]1[CH:29]=[CH:28][CH2:27][CH2:26][CH2:25]1.O.[C:31]1(C)C=[CH:35][C:34](S(O)(=O)=O)=[CH:33][CH:32]=1.C([O-])(O)=[O:43].[Na+]>C(Cl)Cl>[Cl:1][C:2]1[CH:3]=[C:4]([CH:21]=[CH:22][CH:23]=1)[O:5][CH2:6][C@H:7]([O:20][CH:35]1[CH2:34][CH2:33][CH2:32][CH2:31][O:43]1)[CH2:8][CH2:9][C@@H:10]1[C@@H:17]2[C@@H:13]([O:14][C:15](=[O:18])[CH2:16]2)[CH2:12][C@H:11]1[O:19][CH:29]1[CH2:28][CH2:27][CH2:26][CH2:25][O:24]1 |f:2.3,4.5|. Procedure details: Diol 37 (3.4 g, 10 mmol) and 2.2 g (26 mmol) of 3,4-dihydro-2H-pyran were dissolved in 80 mL of CH2Cl2, and 240 mg (1.3 mmol) of p-toluenesulfonic acid monohydrate was added at 0° C. After 1 h, the reaction was poured into 50 mL of saturated NaHCO3 and the mixture was extracted with CH2Cl2 (3×40 mL). The combined organic layers were dried over MgSO4, filtered, concentrated, and the residue was chromatographed on silica gel (hexane/ethyl acetate, 1/1) to afford 4.5 g (87%) of bis-THP ether 38.